Dataset: the Open Reaction Database (ORD), a public repository of structured organic reaction records. Task: describe an organic reaction: reactants, conditions, products, and yield Reactants: ClC1=CC2=C(C(C(CN=C2C2=C(C=CC=C2)Cl)=CN(C)C)=O)C=C1 (8-chloro-1-(2-chlorophenyl)-3,4-dihydro-4-[(dimethylamino)methylene]-5H-2-benzazepin-5-one), C(C)(=O)O.C(=N)N (formamidine acetate). The solvent is C(=N)N (formamidine). Yields the product ClC1=CC2=C(C3=C(C[N+](=C2C2=C(C=CC=C2)Cl)[O-])C=NC=N3)C=C1 (9-Chloro-7-(2chlorophenyl)-5H-pyrimido[5,4-d][2]benzazepine-6-oxide). As a reaction SMILES: [Cl:1][C:2]1[CH:24]=[CH:23][C:5]2[C:6](=O)[C:7](=[CH:18]N(C)C)[CH2:8][N:9]=[C:10]([C:11]3[CH:16]=[CH:15][CH:14]=[CH:13][C:12]=3[Cl:17])[C:4]=2[CH:3]=1.C(O)(=[O:27])C.[CH:29]([NH2:31])=[NH:30]>C(N)=N>[Cl:1][C:2]1[CH:24]=[CH:23][C:5]2[C:6]3[N:31]=[CH:29][N:30]=[CH:18][C:7]=3[CH2:8][N+:9]([O-:27])=[C:10]([C:11]3[CH:16]=[CH:15][CH:14]=[CH:13][C:12]=3[Cl:17])[C:4]=2[CH:3]=1 |f:1.2|. Procedure details: A mixture of 0.4 g (1.1 mmol) of 8-chloro-1-(2-chlorophenyl)-3,4-dihydro-4-[(dimethylamino)methylene]-5H-2-benzazepin-5-one and 1.0 g (9.6 mmol) of formamidine acetate in 20 ml of formamidine was heated on a steam bath for 7 hr. The mixture was poured over ice and extracted with methylene chloride. The methylene chloride solution was washed with water, dried over anhydrous sodium sulfate and concentrated at reduced pressure. The residue was triturated with ether to give an off-white solid, mp 21... The reactants are CCN(C(C)C)C(C)C, Cc1c(CCl)sc2c(=O)c(C(=O)NCc3ccc(Cl)cc3)cn(C)c12, Cl, Cl, CN(C)C=O, O, CNCC(O)c1ncc[nH]1. The product is Cc1c(CN(C)CC(O)c2ncc[nH]2)sc2c(=O)c(C(=O)NCc3ccc(Cl)cc3)cn(C)c12. Reaction SMILES: [CH:38]([N:39]([CH:40]([CH3:41])[CH3:42])[CH2:43][CH3:44])([CH3:45])[CH3:46].[Cl:1][c:2]1[cH:3][cH:4][c:5]([CH2:6][NH:7][C:8](=[O:9])[c:10]2[c:11](=[O:23])[c:12]3[c:13]([n:14]([CH3:16])[cH:15]2)[c:17]([CH3:22])[c:18]([CH2:20][Cl:21])[s:19]3)[cH:24][cH:25]1.[ClH:26].[ClH:27].[O:47]=[CH:48][N:49]([CH3:50])[CH3:51].[OH2:52].[nH:28]1[c:29]([CH:33]([CH2:34][NH:35][CH3:36])[OH:37])[n:30][cH:31][cH:32]1>>[Cl:1][c:2]1[cH:3][cH:4][c:5]([CH2:6][NH:7][C:8](=[O:9])[c:10]2[c:11](=[O:23])[c:12]3[c:13]([n:14]([CH3:16])[cH:15]2)[c:17]([CH3:22])[c:18]([CH2:20][N:35]([CH2:34][CH:33]([c:29]2[nH:28][cH:32][cH:31][n:30]2)[OH:37])[CH3:36])[s:19]3)[cH:24][cH:25]1. Reactants: O.Cl.OCC1=CC(=NC=C1)C(=O)NC (4-(hydroxymethyl)-N-methylpyridine-2-carboxamide hydrochloride hydrate). The reagents and catalysts are [O-2].[O-2].[Mn+4] (manganese dioxide). Solvent: CO (methanol). Reaction conditions: time 8 hour. The product is C(=O)C1=CC(=NC=C1)C(=O)NC (4-Formyl-N-methylpyridine-2-carboxamide). Reaction SMILES: O.Cl.[OH:3][CH2:4][C:5]1[CH:10]=[CH:9][N:8]=[C:7]([C:11]([NH:13][CH3:14])=[O:12])[CH:6]=1>CO.[O-2].[O-2].[Mn+4]>[CH:4]([C:5]1[CH:10]=[CH:9][N:8]=[C:7]([C:11]([NH:13][CH3:14])=[O:12])[CH:6]=1)=[O:3] |f:0.1.2,4.5.6|. Procedure details: 7.50 g (33.989 mmol) of 4-(hydroxymethyl)-N-methylpyridine-2-carboxamide hydrochloride hydrate (Example 40A) were initially charged in 90 ml of methanol, 23.64 g (271.915 mmol) of manganese dioxide were added and the mixture was stirred at RT overnight. The reaction mixture was filtered off with suction through silica gel, the silica gel/manganese dioxide mixture was stirred with tetrahydrofuran/methanol 1:1 overnight, the silica gel/manganese dioxide mixture was then filtered off and the filtra... The reactants are C([O-])([O-])=O.[K+].[K+] (potassium carbonate), [I-].[K+] (potassium iodide), ClCCCC1=CC=NC=C1 (1-chloro-3-(4-pyridyl)propane), C(#N)C=1C=C2C(=CC=NC2=CC1[O-])OC1=CC=C(C=C1)NC(=O)NC1=CC=C(C=C1)OC.[Na+] (sodium 6-cyano-4-(4-((4-methoxyanilino)carbonyl)aminophenoxy)-7-quinolinolate). The solvent is CN(C=O)C (dimethylformamide). Conditions: temperature 80 celsius, time 30 minute. Yields the product C(#N)C=1C=C2C(=CC=NC2=CC1OCCCC1=CC=NC=C1)OC1=CC=C(C=C1)NC(=O)NC1=CC=C(C=C1)OC (4-(6-Cyano-7-(3-(4-pyridyl)propoxy)-4-quinolyl)oxyphenyl-N′-(4-methoxyphenyl)urea). The yield is 24.7%. Reaction SMILES: [C:1]([C:3]1[CH:4]=[C:5]2[C:10](=[CH:11][C:12]=1[O-:13])[N:9]=[CH:8][CH:7]=[C:6]2[O:14][C:15]1[CH:20]=[CH:19][C:18]([NH:21][C:22]([NH:24][C:25]2[CH:30]=[CH:29][C:28]([O:31][CH3:32])=[CH:27][CH:26]=2)=[O:23])=[CH:17][CH:16]=1)#[N:2].[Na+].C(=O)([O-])[O-].[K+].[K+].[I-].[K+].Cl[CH2:43][CH2:44][CH2:45][C:46]1[CH:51]=[CH:50][N:49]=[CH:48][CH:47]=1>CN(C)C=O>[C:1]([C:3]1[CH:4]=[C:5]2[C:10](=[CH:11][C:12]=1[O:13][CH2:43][CH2:44][CH2:45][C:46]1[CH:51]=[CH:50][N:49]=[CH:48][CH:47]=1)[N:9]=[CH:8][CH:7]=[C:6]2[O:14][C:15]1[CH:20]=[CH:19][C:18]([NH:21][C:22]([NH:24][C:25]2[CH:26]=[CH:27][C:28]([O:31][CH3:32])=[CH:29][CH:30]=2)=[O:23])=[CH:17][CH:16]=1)#[N:2] |f:0.1,2.3.4,5.6|. Reported procedure: The sodium 6-cyano-4-(4-((4-methoxyanilino)carbonyl)aminophenoxy)-7-quinolinolate (200 mg) synthesized in Example 87 was dissolved in dimethylformamide (4 ml), and then potassium carbonate (130 mg, 0.9400 mmol), potassium iodide (3 mg) and 1-chloro-3-(4-pyridyl)propane (80 mg, 0.5159 mmol) were added and the mixture was heated and stirred at 80° C. for 5 hours and 30 minutes. After allowing the mixture to stand and adding saturated saline, it was extracted with ethyl acetate, washed with saturat... Reactants: C1=CC=C2C(=C1)C(=CC=C2O)O (naphthohydroquinone), C1(CCCCC1)O (cyclohexanol), S(O)(O)(=O)=O (sulfuric acid). The solvent is C(C)(=O)OCC (ethyl acetate). Conditions: temperature 60 celsius, time 10 minute. The product is C1(CCCCC1)OC1=CC=C(C2=CC=CC=C12)O (4-Cyclohexyloxy-1-naphthol). The yield is 24.8%. As a reaction SMILES: [CH:1]1[CH:6]=[C:5]2[C:7]([OH:12])=[CH:8][CH:9]=[C:10]([OH:11])[C:4]2=[CH:3][CH:2]=1.[CH:13]1(O)[CH2:18][CH2:17][CH2:16][CH2:15][CH2:14]1.S(=O)(=O)(O)O>C(OCC)(=O)C>[CH:13]1([O:12][C:7]2[C:5]3[C:4](=[CH:3][CH:2]=[CH:1][CH:6]=3)[C:10]([OH:11])=[CH:9][CH:8]=2)[CH2:18][CH2:17][CH2:16][CH2:15][CH2:14]1. Procedure: 160 g of naphthohydroquinone and 416 g of cyclohexanol were placed in a 1 l three-necked flask, and 80 ml of concentrated sulfuric acid was dropwisely added thereto for 10 minutes under nitrogen gas stream while stirring. Thereafter, the reaction mixture was heated at 60° C. for 40 minutes and then cooled to room temperature. The reaction mixture was extracted with 500 ml of ethyl acetate. The ethyl acetate layer was washed with water until the washing reached neutral and, then, dried with MgSO4... Starting materials: C1CCOC1, C1CCOC1, CN, CSc1nc(Cl)c2c(n1)N1CCCC1CN(c1cccc(-c3nn(C)c(=O)o3)c1)C2=O. Yields the product CNc1nc(SC)nc2c1C(=O)N(c1cccc(-c3nn(C)c(=O)o3)c1)CC1CCCN21. Reaction SMILES: [CH2:34]1[O:35][CH2:36][CH2:37][CH2:38]1.[CH2:39]1[O:40][CH2:41][CH2:42][CH2:43]1.[CH3:32][NH2:33].[Cl:1][c:2]1[n:3][c:4]([S:30][CH3:31])[n:5][c:6]2[c:15]1[C:14](=[O:16])[N:13]([c:17]1[cH:18][c:19](-[c:23]3[n:24][n:25]([CH3:29])[c:26](=[O:28])[o:27]3)[cH:20][cH:21][cH:22]1)[CH2:12][CH:11]1[N:7]2[CH2:8][CH2:9][CH2:10]1>>[c:2]1([NH:33][CH3:32])[n:3][c:4]([S:30][CH3:31])[n:5][c:6]2[c:15]1[C:14](=[O:16])[N:13]([c:17]1[cH:18][c:19](-[c:23]3[n:24][n:25]([CH3:29])[c:26](=[O:28])[o:27]3)[cH:20][cH:21][cH:22]1)[CH2:12][CH:11]1[N:7]2[CH2:8][CH2:9][CH2:10]1.